From a dataset of the Open Reaction Database (ORD), a public repository of structured organic reaction records. describe an organic reaction: reactants, conditions, products, and yield The reactants are CC(C)(C)[Si](Oc1ccc(OCC(O)CNCCc2ccc(NC3CCN(C(=O)c4cc5cccc([N+](=O)[O-])c5[nH]4)CC3)cc2)cc1)(c1ccccc1)c1ccccc1, CO, ClC(Cl)Cl. Product: O=C(c1cc2cccc([N+](=O)[O-])c2[nH]1)N1CCC(Nc2ccc(CCNCC(O)COc3ccc(O)cc3)cc2)CC1. Reaction SMILES: [C:1]([Si:2]([c:3]1[cH:4][cH:5][cH:48][cH:49][cH:50]1)([O:6][c:7]1[cH:8][cH:9][c:10]([O:11][CH2:12][CH:13]([CH2:14][NH:15][CH2:16][CH2:17][c:18]2[cH:19][cH:20][c:21]([NH:22][CH:23]3[CH2:24][CH2:25][N:26]([C:29](=[O:30])[c:31]4[nH:32][c:33]5[c:34]([N+:40](=[O:41])[O-:42])[cH:35][cH:36][cH:37][c:38]5[cH:39]4)[CH2:27][CH2:28]3)[cH:43][cH:44]2)[OH:45])[cH:46][cH:47]1)[c:51]1[cH:52][cH:53][cH:54][cH:55][cH:56]1)([CH3:57])([CH3:58])[CH3:59].[CH3:60][OH:61].[CH:62]([Cl:63])([Cl:64])[Cl:65]>>[OH:6][c:7]1[cH:8][cH:9][c:10]([O:11][CH2:12][CH:13]([CH2:14][NH:15][CH2:16][CH2:17][c:18]2[cH:19][cH:20][c:21]([NH:22][CH:23]3[CH2:24][CH2:25][N:26]([C:29](=[O:30])[c:31]4[nH:32][c:33]5[c:34]([N+:40](=[O:41])[O-:42])[cH:35][cH:36][cH:37][c:38]5[cH:39]4)[CH2:27][CH2:28]3)[cH:43][cH:44]2)[OH:45])[cH:46][cH:47]1. Starting materials: C(CCC)OCCOC1=CC=C(C=C1)C=1C=CC2=C(C=C(CCN2CC2CC2)C(=O)O)C1 (7-[4-(2-butoxyethoxy)phenyl]-1-cyclopropylmethyl-2,3-dihydro-1H-1-benzazepine-4-carboxylic acid), CN(C)C=O (DMF), C(C(=O)Cl)(=O)Cl (oxalyl chloride), C(CC)N1C=NC=C1CS(=O)C1=CC=C(N)C=C1 ((−)-4-(((1-propylimidazol-5-yl)methyl)sulfinyl) aniline). Solvent: O1CCCC1 (tetrahydrofuran), O1CCCC1 (tetrahydrofuran), N1=CC=CC=C1 (pyridine), O (water). Reaction conditions: time 30 minute. The product is C(CCC)OCCOC1=CC=C(C=C1)C=1C=CC2=C(C=C(CCN2CC2CC2)C(=O)NC2=CC=C(C=C2)S(=O)CC2=CN=CN2CCC)C1 ((−)-7-[4-(2-butoxyethoxy)phenyl]-1-cyclopropylmethyl-N-[4-[[[1-propylimidazol-5-yl]methyl]sulfinyl]phenyl]-2,3-dihydro-1H-1-benzazepine-4-carboxamide). RXN SMILES: [CH2:1]([O:5][CH2:6][CH2:7][O:8][C:9]1[CH:14]=[CH:13][C:12]([C:15]2[CH:16]=[CH:17][C:18]3[N:24]([CH2:25][CH:26]4[CH2:28][CH2:27]4)[CH2:23][CH2:22][C:21]([C:29](O)=[O:30])=[CH:20][C:19]=3[CH:32]=2)=[CH:11][CH:10]=1)[CH2:2][CH2:3][CH3:4].CN(C=O)C.C(Cl)(=O)C(Cl)=O.[CH2:44]([N:47]1[C:51]([CH2:52][S:53]([C:55]2[CH:61]=[CH:60][C:58]([NH2:59])=[CH:57][CH:56]=2)=[O:54])=[CH:50][N:49]=[CH:48]1)[CH2:45][CH3:46]>O1CCCC1.O.N1C=CC=CC=1>[CH2:1]([O:5][CH2:6][CH2:7][O:8][C:9]1[CH:10]=[CH:11][C:12]([C:15]2[CH:16]=[CH:17][C:18]3[N:24]([CH2:25][CH:26]4[CH2:28][CH2:27]4)[CH2:23][CH2:22][C:21]([C:29]([NH:59][C:58]4[CH:57]=[CH:56][C:55]([S:53]([CH2:52][C:51]5[N:47]([CH2:44][CH2:45][CH3:46])[CH:48]=[N:49][CH:50]=5)=[O:54])=[CH:61][CH:60]=4)=[O:30])=[CH:20][C:19]=3[CH:32]=2)=[CH:13][CH:14]=1)[CH2:2][CH2:3][CH3:4]. Reported procedure: di-p-toluoyl-D-tartarate 1hydrate (894 mg) was dissolved in ethyl acetate (10 ml) and 1N hydrochloric acid (4.6 ml) to separate the layers. To the aqueous layer was added 25% aqueous solution of potassium carbonate (4.6 ml) and the mixture was extracted with 2-propanol-ethyl acetate (1:4) twice. The organic layer was collected, washed with saturated brine, and dried over magnesium sulfate, and the solvent was distilled off under reduced pressure. To the obtained residue was added tetrahydrofuran... Reactants: CO, NN, O, COC(=O)c1ccnnc1. The product is NNC(=O)c1ccnnc1. RXN SMILES: [CH3:14][OH:15].[NH2:12][NH2:13].[OH2:11].[n:1]1[n:2][cH:3][c:4]([C:7]([O:9][CH3:8])=[O:10])[cH:5][cH:6]1>>[n:1]1[n:2][cH:3][c:4]([C:7](=[O:9])[NH:12][NH2:13])[cH:5][cH:6]1. Reported procedure: To a suspension of 80% sodium hydride (2.48 g, 83 mmol) in benzene (50 ml) was slowly added a solution of methyl 2- ethoxycarbonylamino- 3,3-diphenylpropanoate (Example 1b, 27.0 g, 83 mmol) in benzene (200 ml) and the mixture then heated at reflux for 1 h. Ethanol (1.0 ml) followed by ethyl acrylate (8.95 ml, 83 mmol) were added and the reaction heated at reflux for 2 h, the solvent was then distilled off and the residue allowed to cool to room temperature. A solution of the residue in water was... Starting materials: C(C)OC(=O)NC(C(=O)OC)C(C1=CC=CC=C1)C1=CC=CC=C1 (methyl 2- ethoxycarbonylamino- 3,3-diphenylpropanoate), C(C=C)(=O)OCC (ethyl acrylate), [H-].[Na+] (sodium hydride), C(C)O (Ethanol). RXN SMILES: [H-].[Na+].[CH2:3]([O:5][C:6]([NH:8][CH:9]([CH:14]([C:21]1[CH:26]=[CH:25][CH:24]=[CH:23][CH:22]=1)[C:15]1[CH:20]=[CH:19][CH:18]=[CH:17][CH:16]=1)[C:10](OC)=[O:11])=[O:7])[CH3:4].C(O)C.[C:30]([O:34][CH2:35][CH3:36])(=[O:33])[CH:31]=[CH2:32]>C1C=CC=CC=1>[CH2:3]([O:5][C:6]([N:8]1[CH2:32][CH:31]([C:30]([O:34][CH2:35][CH3:36])=[O:33])[C:10](=[O:11])[CH:9]1[CH:14]([C:21]1[CH:26]=[CH:25][CH:24]=[CH:23][CH:22]=1)[C:15]1[CH:16]=[CH:17][CH:18]=[CH:19][CH:20]=1)=[O:7])[CH3:4] |f:0.1|. Yields the product C(C)OC(=O)N1C(C(C(C1)C(=O)OCC)=O)C(C1=CC=CC=C1)C1=CC=CC=C1 (1,4-bis(ethoxycarbonyl)-2-(diphenylmethyl)-pyrrolidin-3-one). Run in C1=CC=CC=C1 (benzene), C1=CC=CC=C1 (benzene). Reactants: ClC=1C=CC(=C(C1)C1CCN(CC1)C(=O)OCC1=CC=CC=C1)OC (benzyl 4-(5-chloro-2-methoxyphenyl)piperidine-1-carboxylate). The solvent is Cl (hydrochloric acid). Conditions: time 2 hour. The product is ClC=1C=CC(=C(C1)C1CCNCC1)OC (4-(5-Chloro-2-methoxyphenyl)piperidine). The yield is 89.0%. RXN SMILES: [Cl:1][C:2]1[CH:3]=[CH:4][C:5]([O:24][CH3:25])=[C:6]([CH:8]2[CH2:13][CH2:12][N:11](C(OCC3C=CC=CC=3)=O)[CH2:10][CH2:9]2)[CH:7]=1>Cl>[Cl:1][C:2]1[CH:3]=[CH:4][C:5]([O:24][CH3:25])=[C:6]([CH:8]2[CH2:13][CH2:12][NH:11][CH2:10][CH2:9]2)[CH:7]=1. Procedure: A solution of benzyl 4-(5-chloro-2-methoxyphenyl)piperidine-1-carboxylate (Preparation 234, 73 g, 0.2 mol) in concentrated hydrochloric acid (200 ml) was refluxed with stirring for 2 hours before concentrating in vacuo. Water (100 ml), sodium hydroxide (10 M aqueous solution, 20 ml) and chloroform (200 ml) were added to the residue. The aqueous layer was extracted with chloroform (2×200 ml). The combined organic layers were washed with water (200 ml), saturated aqueous sodium chloride solution (... The reactants are [K+], [K+], Cc1ccc(C(=O)NC2CC2)cc1-n1ncc(C(=O)c2cccc(OCCBr)c2)c1N, O=C([O-])[O-], CN(C)C=O, Oc1ccc(Cl)cc1. The product is Cc1ccc(C(=O)NC2CC2)cc1-n1ncc(C(=O)c2cccc(OCCOc3ccc(Cl)cc3)c2)c1N. RXN SMILES: [K+:40].[K+:41].[NH2:1][c:2]1[c:3]([C:20]([c:21]2[cH:22][c:23]([O:27][CH2:28][CH2:29][Br:30])[cH:24][cH:25][cH:26]2)=[O:31])[cH:4][n:5][n:6]1-[c:7]1[cH:8][c:9]([C:10](=[O:11])[NH:12][CH:13]2[CH2:14][CH2:15]2)[cH:16][cH:17][c:18]1[CH3:19].[O-:42][C:43]([O-:44])=[O:45].[O:46]=[CH:47][N:48]([CH3:49])[CH3:50].[OH:32][c:33]1[cH:34][cH:35][c:36]([Cl:37])[cH:38][cH:39]1>>[NH2:1][c:2]1[c:3]([C:20]([c:21]2[cH:22][c:23]([O:27][CH2:28][CH2:29][O:32][c:33]3[cH:34][cH:35][c:36]([Cl:37])[cH:38][cH:39]3)[cH:24][cH:25][cH:26]2)=[O:31])[cH:4][n:5][n:6]1-[c:7]1[cH:8][c:9]([C:10](=[O:11])[NH:12][CH:13]2[CH2:14][CH2:15]2)[cH:16][cH:17][c:18]1[CH3:19]. Starting materials: OCCO, CCOC(=O)c1ncn2c1CN(C)C(=O)c1cc(F)ccc1-2, N#C[K]. The product is CN1Cc2c(C(=O)OCCO)ncn2-c2ccc(F)cc2C1=O. As a reaction SMILES: [CH2:26]([OH:27])[CH2:29][OH:28].[F:1][c:2]1[cH:3][cH:4][c:5]2[c:6]([cH:22]1)[C:7](=[O:21])[N:8]([CH3:20])[CH2:9][c:10]1[n:11]-2[cH:12][n:13][c:14]1[C:15](=[O:16])[O:17][CH2:18][CH3:19].[K:23][C:24]#[N:25]>>[F:1][c:2]1[cH:3][cH:4][c:5]2[c:6]([cH:22]1)[C:7](=[O:21])[N:8]([CH3:20])[CH2:9][c:10]1[n:11]-2[cH:12][n:13][c:14]1[C:15](=[O:16])[O:17][CH2:18][CH2:19][OH:28].